From a dataset of the Open Reaction Database (ORD), a public repository of structured organic reaction records. describe an organic reaction: reactants, conditions, products, and yield Reactants: OC1=CC(OC2=CC(=CC=C12)O)=O (4,7-dihydroxycoumarin), [H-].[Na+] (sodium hydride), C(C1=CC=CC=C1)Cl (benzyl chloride). Solvent: CN(C)C=O (DMF), CN(C)C=O (DMF). Conditions: time 1 hour. The product is C(C1=CC=CC=C1)OC1=CC(OC2=CC(=CC=C12)O)=O (4-Benzyloxy-7-hydroxycoumarin). The yield is 23.2%. As a reaction SMILES: [OH:1][C:2]1[C:11]2[C:6](=[CH:7][C:8]([OH:12])=[CH:9][CH:10]=2)[O:5][C:4](=[O:13])[CH:3]=1.[H-].[Na+].[CH2:16](Cl)[C:17]1[CH:22]=[CH:21][CH:20]=[CH:19][CH:18]=1>CN(C=O)C>[CH2:16]([O:1][C:2]1[C:11]2[C:6](=[CH:7][C:8]([OH:12])=[CH:9][CH:10]=2)[O:5][C:4](=[O:13])[CH:3]=1)[C:17]1[CH:22]=[CH:21][CH:20]=[CH:19][CH:18]=1 |f:1.2|. Reported procedure: A solution of 4,7-dihydroxycoumarin (1.78 g, 0.01 mole) in dry DMF (7.5 ml) was stirred during the addition of 100% sodium hydride (0.24 g, 0.01 mole) and the mixture stirred for 1 hour at 100°. A solution of benzyl chloride (1.27 g, 0.01 mole) in dry DMF (1 ml) was added dropwise and stirring continued at 100° for a further 4 hours. After removal of the solvent in vacuo water was added and the oily solid which precipitated was separated. Recrystallisation from ethanol gave 0.623 g (23%) of titl...